Dataset: the Open Reaction Database (ORD), a public repository of structured organic reaction records. Task: describe an organic reaction: reactants, conditions, products, and yield RXN SMILES: [C:25](=[O:26])([O-:27])[O-:28].[CH3:18][C:19]([C:20](=[O:21])[NH2:22])([CH3:23])[CH3:24].[Cu:36][I:37].[I:1][c:2]1[cH:3][cH:4][c:5]2[c:6]([N:13]3[CH2:14][CH2:15][CH2:16][CH2:17]3)[cH:7][c:8]([CH3:12])[n:9][c:10]2[cH:11]1.[K+:29].[K+:30].[O:31]=[CH:32][N:33]([CH3:34])[CH3:35]>>[c:2]1([NH:22][C:20]([C:19]([CH3:18])([CH3:23])[CH3:24])=[O:21])[cH:3][cH:4][c:5]2[c:6]([N:13]3[CH2:14][CH2:15][CH2:16][CH2:17]3)[cH:7][c:8]([CH3:12])[n:9][c:10]2[cH:11]1. Reactants: O=C([O-])[O-], CC(C)(C)C(N)=O, [Cu]I, Cc1cc(N2CCCC2)c2ccc(I)cc2n1, [K+], [K+], CN(C)C=O. Product: Cc1cc(N2CCCC2)c2ccc(NC(=O)C(C)(C)C)cc2n1. The reactants are FC=1C=C(C=CC1C1=NN(C=N1)COCC[Si](C)(C)C)C=1C=NN2C1N=C(C=C2)N2C(OC[C@@H]2C2=C(C=CC=C2)OC)=O ((S)-3-(3-(3-fluoro-4-(1-((2-(trimethylsilyl)ethoxy)methyl)-1H-1,2,4-triazol-3-yl)phenyl)pyrazolo[1,5-a]pyrimidin-5-yl)-4-(2-methoxyphenyl) oxazolidin-2-one), FC(C(=O)O)(F)F (trifluoroacetic acid). Solvent: C(Cl)Cl (DCM). Reaction conditions: time 18 hour. The product is FC=1C=C(C=CC1C1=NNC=N1)C=1C=NN2C1N=C(C=C2)N2C(OC[C@@H]2C2=C(C=CC=C2)OC)=O ((S)-3-(3-(3-fluoro-4-(1H-1,2,4-triazol-3-yl)phenyl)pyrazolo[1,5-a]pyrimidin-5-yl)-4-(2-methoxyphenyl)oxazolidin-2-one). The yield is 32.9%. Reaction SMILES: [F:1][C:2]1[CH:3]=[C:4]([C:21]2[CH:22]=[N:23][N:24]3[CH:29]=[CH:28][C:27]([N:30]4[C@@H:34]([C:35]5[CH:40]=[CH:39][CH:38]=[CH:37][C:36]=5[O:41][CH3:42])[CH2:33][O:32][C:31]4=[O:43])=[N:26][C:25]=23)[CH:5]=[CH:6][C:7]=1[C:8]1[N:12]=[CH:11][N:10](COCC[Si](C)(C)C)[N:9]=1.FC(F)(F)C(O)=O>C(Cl)Cl>[F:1][C:2]1[CH:3]=[C:4]([C:21]2[CH:22]=[N:23][N:24]3[CH:29]=[CH:28][C:27]([N:30]4[C@@H:34]([C:35]5[CH:40]=[CH:39][CH:38]=[CH:37][C:36]=5[O:41][CH3:42])[CH2:33][O:32][C:31]4=[O:43])=[N:26][C:25]=23)[CH:5]=[CH:6][C:7]=1[C:8]1[N:12]=[CH:11][NH:10][N:9]=1. Procedure details: A mixture of (S)-3-(3-(3-fluoro-4-(1-((2-(trimethylsilyl)ethoxy)methyl)-1H-1,2,4-triazol-3-yl)phenyl)pyrazolo[1,5-a]pyrimidin-5-yl)-4-(2-methoxyphenyl) oxazolidin-2-one (0.0424 g, 0.071 mmol) in DCM (1 mL) was treated with trifluoroacetic acid (0.5 mL) at ambient temperature. The mixture was stirred for 18 hours. The solvent was concentrated and the residue was partitioned between EtOAc and saturated aqueous NaHCO3. The aqueous layer was further extracted with EtOAc and DCM. The combined organic... The reactants are CC1=NNC(=O)C1=C1C=C(Cl)c2ccccc2N1, COC(=O)c1cccc(S)c1. The product is COC(=O)c1cccc(SC2=CC(=C3C(=O)NN=C3C)Nc3ccccc32)c1. RXN SMILES: [Cl:1][C:2]1=[CH:3][C:4](=[C:12]2[C:13]([CH3:18])=[N:14][NH:15][C:16]2=[O:17])[NH:5][c:6]2[cH:7][cH:8][cH:9][cH:10][c:11]21.[SH:19][c:20]1[cH:21][c:22]([C:23](=[O:24])[O:25][CH3:26])[cH:27][cH:28][cH:29]1>>[C:2]1([S:19][c:20]2[cH:21][c:22]([C:23](=[O:24])[O:25][CH3:26])[cH:27][cH:28][cH:29]2)=[CH:3][C:4](=[C:12]2[C:13]([CH3:18])=[N:14][NH:15][C:16]2=[O:17])[NH:5][c:6]2[cH:7][cH:8][cH:9][cH:10][c:11]21. The reactants are alcohol, C1=C(C=CC2=CC=CC=C12)COC=1C=C(C=O)C=CC1 (3(Naphth-2-ylmethoxy)benzaldehyde), OC=1C=C(C=O)C=CC1 (3-hydroxybenzaldehyde), BrCC1=CC2=CC=CC=C2C=C1 (2-bromomethylnaphthalene), C([O-])([O-])=O.[K+].[K+] (potassium carbonate), C(C)(C)O[Mg]C[SiH](C)C.[Cl-] (isopropoxydimethysilylmethylmagnesium chloride). The product is C1=C(C=CC2=CC=CC=C12)COC=1C=C(C=CC1)C(CO)O (2-[3-(naphth-2-ylmethoxy)phenyl]ethane-1,2-diol). As a reaction SMILES: [CH:1]1[C:10]2[C:5](=[CH:6][CH:7]=[CH:8][CH:9]=2)[CH:4]=[CH:3][C:2]=1[CH2:11][O:12][C:13]1[CH:14]=[C:15]([CH:18]=[CH:19][CH:20]=1)[CH:16]=[O:17].[OH:21][C:22]1C=C(C=CC=1)C=O.BrCC1C=CC2C(=CC=CC=2)C=1.C(=O)([O-])[O-].[K+].[K+].C(O[Mg]C[SiH](C)C)(C)C.[Cl-]>>[CH:1]1[C:10]2[C:5](=[CH:6][CH:7]=[CH:8][CH:9]=2)[CH:4]=[CH:3][C:2]=1[CH2:11][O:12][C:13]1[CH:14]=[C:15]([CH:16]([OH:17])[CH2:22][OH:21])[CH:18]=[CH:19][CH:20]=1 |f:3.4.5,6.7|. Procedure details: The appropriate alcohol starting material was obtained as follows: 3(Naphth-2-ylmethoxy)benzaldehyde [prepared by the alkylation of 3-hydroxybenzaldehyde with 2-bromomethylnaphthalene in the presence of potassium carbonate] was treated with isopropoxydimethysilylmethylmagnesium chloride using the procedure described in the portion of Example 1 which is concerned with the preparation of starting materials. After the oxidation step described therein there was obtained 2-[3-(naphth-2-ylmethoxy)phen... Starting materials: Cl (hydrochloric acid), 10, ClC1=C(C(C2=CC=CC=C2C1=O)=O)CCCCCCCCCCCC (3-chloro-2-n-dodecyl-1,4-naphthoquinone), [OH-].[Na+] (sodium hydroxide). Solvent: C(C)O (ethanol). Yields the product C(CCCCCCCCCCC)C=1C(C2=CC=CC=C2C(C1O)=O)=O (2-n-dodecyl-3-hydroxy-1,4-naphthoquinone). Reaction SMILES: Cl[C:2]1[C:11](=[O:12])[C:10]2[C:5](=[CH:6][CH:7]=[CH:8][CH:9]=2)[C:4](=[O:13])[C:3]=1[CH2:14][CH2:15][CH2:16][CH2:17][CH2:18][CH2:19][CH2:20][CH2:21][CH2:22][CH2:23][CH2:24][CH3:25].[OH-:26].[Na+].Cl>C(O)C>[CH2:14]([C:3]1[C:4](=[O:13])[C:5]2[C:10]([C:11](=[O:12])[C:2]=1[OH:26])=[CH:9][CH:8]=[CH:7][CH:6]=2)[CH2:15][CH2:16][CH2:17][CH2:18][CH2:19][CH2:20][CH2:21][CH2:22][CH2:23][CH2:24][CH3:25] |f:1.2|. Procedure: A mixture of 10 parts of 3-chloro-2-n-dodecyl-1,4-naphthoquinone, 5 parts of 50% aqueous sodium hydroxide and 320 parts of 95% aqueous ethanol were heated at reflux for 15 minutes. The color of the mixture turned from yellow to dark red. The mixture was cooled to 25° and acidified with 10% aqueous hydrochloric acid. The color of the mixture was golden yellow after acidification. The product was filtered off and washed twice with water (25 parts) and twice with cold methanol (25 parts) to yield 8... Starting materials: Brc1ccc2cnccc2c1, O=C([O-])[O-], CC(=O)[O-], CC(=O)[O-], CCC(NC(=O)OCc1ccccc1)C1(C)CCC(N)CC1, Cc1ccccc1, [Cs+], [Cs+], [Pd+2], c1ccc(P(c2ccccc2)c2ccc3ccccc3c2-c2c(P(c3ccccc3)c3ccccc3)ccc3ccccc23)cc1. As a reaction SMILES: [Br:1][c:2]1[cH:3][c:4]2[cH:5][cH:6][n:7][cH:8][c:9]2[cH:10][cH:11]1.[C:34](=[O:35])([O-:36])[O-:37].[C:93]([O-:94])(=[O:95])[CH3:96].[C:98]([O-:99])(=[O:100])[CH3:101].[CH2:12]([c:13]1[cH:14][cH:15][cH:16][cH:17][cH:18]1)[O:19][C:20]([NH:21][CH:22]([CH2:23][CH3:24])[C:25]1([CH3:32])[CH2:26][CH2:27][CH:28]([NH2:31])[CH2:29][CH2:30]1)=[O:33].[CH3:86][c:87]1[cH:88][cH:89][cH:90][cH:91][cH:92]1.[Cs+:38].[Cs+:39].[Pd+2:97].[c:40]1([P:41]([c:42]2[cH:43][cH:44][cH:45][cH:46][cH:47]2)[c:48]2[cH:49][cH:50][c:51]3[c:52]([cH:53][cH:54][cH:55][cH:56]3)[c:57]2-[c:58]2[c:59]3[c:60]([cH:61][cH:62][cH:63][cH:64]3)[cH:65][cH:66][c:67]2[P:68]([c:69]2[cH:70][cH:71][cH:72][cH:73][cH:74]2)[c:75]2[cH:76][cH:77][cH:78][cH:79][cH:80]2)[cH:81][cH:82][cH:83][cH:84][cH:85]1>>[c:2]1([NH:31][CH:28]2[CH2:27][CH2:26][C:25]([CH:22]([NH:21][C:20]([O:19][CH2:12][c:13]3[cH:14][cH:15][cH:16][cH:17][cH:18]3)=[O:33])[CH2:23][CH3:24])([CH3:32])[CH2:30][CH2:29]2)[cH:3][c:4]2[cH:5][cH:6][n:7][cH:8][c:9]2[cH:10][cH:11]1. The product is CCC(NC(=O)OCc1ccccc1)C1(C)CCC(Nc2ccc3cnccc3c2)CC1.